This data is from the Open Reaction Database (ORD), a public repository of structured organic reaction records. The task is: describe an organic reaction: reactants, conditions, products, and yield The reactants are ClC1=C(C(=O)N(C2=C(C(=NC=C2)Cl)F)C(C2=C(C=C(C=C2F)C#N)Cl)=O)C(=CC(=C1)C#N)F (2-chloro-N-(2-chloro-4-cyano-6-fluorobenzoyl)-N-(2-chloro-3-fluoro-pyridin-4-yl)-4-cyano-6-fluoro-benzamide), [OH-].[Na+] (sodium hydroxide). The solvent is CO (MeOH), O1CCOCC1 (dioxane). Reaction conditions: time 2.5 hour. Yields the product ClC1=C(C(=O)NC2=C(C(=NC=C2)Cl)F)C(=CC(=C1)C#N)F (2-Chloro-N-(2-chloro-3-fluoro-pyridin-4-yl)-4-cyano-6-fluorobenzamide). Yield: 55.2%. As a reaction SMILES: [Cl:1][C:2]1[CH:30]=[C:29]([C:31]#[N:32])[CH:28]=[C:27]([F:33])[C:3]=1[C:4]([N:6](C(=O)C1C(F)=CC(C#N)=CC=1Cl)[C:7]1[CH:12]=[CH:11][N:10]=[C:9]([Cl:13])[C:8]=1[F:14])=[O:5].[OH-].[Na+]>CO.O1CCOCC1>[Cl:1][C:2]1[CH:30]=[C:29]([C:31]#[N:32])[CH:28]=[C:27]([F:33])[C:3]=1[C:4]([NH:6][C:7]1[CH:12]=[CH:11][N:10]=[C:9]([Cl:13])[C:8]=1[F:14])=[O:5] |f:1.2|. Procedure details: To a solution of 2-chloro-N-(2-chloro-4-cyano-6-fluorobenzoyl)-N-(2-chloro-3-fluoro-pyridin-4-yl)-4-cyano-6-fluoro-benzamide (0.865 g, 1.7 mmol) in MeOH (8.5 mL) and dioxane (8.5 mL) was added sodium hydroxide (0.102 g, 2.5 mmol). The resulting mixture stirred at room temperature for 2.5 hours and then concentrated under reduced pressure. The residue was partitioned between DCM and saturated aqueous sodium hydrogen carbonate solution. The organic layer was dried over Na2SO4 and concentrated unde... The reactants are Cc1ccccc1, BrP(Br)Br, OCc1ccc(OCc2cccc3ccccc23)cc1, c1ccncc1. Yields the product BrCc1ccc(OCc2cccc3ccccc23)cc1. As a reaction SMILES: [CH3:31][c:32]1[cH:33][cH:34][cH:35][cH:36][cH:37]1.[P:27]([Br:28])([Br:29])[Br:30].[c:1]1([CH2:11][O:12][c:13]2[cH:14][cH:15][c:16]([CH2:19][OH:20])[cH:17][cH:18]2)[cH:2][cH:3][cH:4][c:5]2[cH:6][cH:7][cH:8][cH:9][c:10]12.[cH:21]1[cH:22][cH:23][n:24][cH:25][cH:26]1>>[c:1]1([CH2:11][O:12][c:13]2[cH:14][cH:15][c:16]([CH2:19][Br:28])[cH:17][cH:18]2)[cH:2][cH:3][cH:4][c:5]2[cH:6][cH:7][cH:8][cH:9][c:10]12.